This data is from the Open Reaction Database (ORD), a public repository of structured organic reaction records. The task is: describe an organic reaction: reactants, conditions, products, and yield Reactants: N1=C(C=CC2=CC=CC=C12)NC1C2CN(CC12)C(=O)OC(C)(C)C (tert-Butyl 6-(quinolin-2-ylamino)-3-azabicyclo[3.1.0]hexane-3-carboxylate). The solvent is Cl (HCl), O1CCOCC1 (dioxane). Yields the product C12CNCC2C1NC1=NC2=CC=CC=C2C=C1 ((3-Azabicyclo[3.1.0]hex-6-yl)quinolin-2-yl-amine). As a reaction SMILES: [N:1]1[C:10]2[C:5](=[CH:6][CH:7]=[CH:8][CH:9]=2)[CH:4]=[CH:3][C:2]=1[NH:11][CH:12]1[CH:17]2[CH:13]1[CH2:14][N:15](C(OC(C)(C)C)=O)[CH2:16]2>Cl.O1CCOCC1>[CH:13]12[CH:12]([NH:11][C:2]3[CH:3]=[CH:4][C:5]4[C:10](=[CH:9][CH:8]=[CH:7][CH:6]=4)[N:1]=3)[CH:17]1[CH2:16][NH:15][CH2:14]2. Procedure: tert-Butyl 6-(quinolin-2-ylamino)-3-azabicyclo[3.1.0]hexane-3-carboxylate (320 mg, 0.98 mmol) was stirred in 4M HCl in dioxane (2 ml) at r.t. under N2 for 15 min. The solvent was then removed in vacuo and the residue dried under high-vacuum and used in the next step without further purification. LCMS purity 91%, m/z 226 [M+H]+.